From a dataset of the Open Reaction Database (ORD), a public repository of structured organic reaction records. describe an organic reaction: reactants, conditions, products, and yield Reactants: resultant mixture, Cl (hydrochloric acid), FC=1C=C(C(=O)OC)C=CC1O (methyl 3-fluoro-4-hydroxybenzoate), O.NN (hydrazine hydrate). Yield: 92.6%. Solvent: O (water). Reaction conditions: temperature 100 celsius, time 20 minute. Reported procedure: 10.00 g (58.8 mM) of methyl 3-fluoro-4-hydroxybenzoate and 17.5 ml of 80%-hydrazine hydrate were mixed and stirred for 1 hour and 20 minutes at 100° C., followed by cooling to room temperature. The resultant mixture was poured into 150 ml of iced water and 16.8 ml of concentrated hydrochloric acid was added thereto (pH=about 8), followed by addition of common salt and stirring at room temperature to precipitate a crystal. The crystal was recovered by filtration and stirred in methanol at room te... RXN SMILES: [F:1][C:2]1[CH:3]=[C:4]([CH:9]=[CH:10][C:11]=1[OH:12])[C:5](OC)=[O:6].O.[NH2:14][NH2:15].Cl>O>[F:1][C:2]1[CH:3]=[C:4]([CH:9]=[CH:10][C:11]=1[OH:12])[C:5]([NH:14][NH2:15])=[O:6] |f:1.2|. Product: FC=1C=C(C(=O)NN)C=CC1O (3-fluoro-4-hydroxybenzohydrazide). Starting materials: Cl.C(C)(=O)OC(COCCN(C)C)C1=CC2=CC=C(C=C2C=C1)OCC1=CC=CC=C1 (1-acetoxy-1-(6-benzyloxy-2-naphthyl)-2-[2-(N,N-dimethylamino)ethoxy]ethane hydrochloride). Reagents/catalysts: [C].[Pd] (palladium-carbon). Run in C(C)O (ethanol). The product is Cl.C(C)(=O)OC(COCCN(C)C)C1=CC2=CC=C(C=C2C=C1)O (1-acetoxy-1-[6-hydroxy-2-naphthyl)-2-(2-(N,N-dimethylamino)ethoxy]ethane hydrochloride). The yield is 47.7%. Reaction SMILES: [ClH:1].[C:2]([O:5][CH:6]([C:14]1[CH:23]=[CH:22][C:21]2[C:16](=[CH:17][CH:18]=[C:19]([O:24]CC3C=CC=CC=3)[CH:20]=2)[CH:15]=1)[CH2:7][O:8][CH2:9][CH2:10][N:11]([CH3:13])[CH3:12])(=[O:4])[CH3:3]>[C].[Pd].C(O)C>[ClH:1].[C:2]([O:5][CH:6]([C:14]1[CH:23]=[CH:22][C:21]2[C:16](=[CH:17][CH:18]=[C:19]([OH:24])[CH:20]=2)[CH:15]=1)[CH2:7][O:8][CH2:9][CH2:10][N:11]([CH3:13])[CH3:12])(=[O:4])[CH3:3] |f:0.1,2.3,5.6|. Procedure details: A mixture of 2.0 g of 1-acetoxy-1-(6-benzyloxy-2-naphthyl)-2-[2-(N,N-dimethylamino)ethoxy]ethane hydrochloride, 0.5 g of 5% palladium-carbon and 40 ml of ethanol was subjected to hydrogenation at room temperature under atmospheric pressure. After the completion of the reaction, the palladium-carbon was removed by filtration. The solvent was removed by distillation under reduced pressure. Acetone was added to the residue thus obtained. The resulting crystals were collected by filtration and dried... The reactants are C1(=CC=CC=C1)CCC=O (3-phenylpropanal), C1(=CC=CC=C1)[C@H](C=O)C ((R)-2-phenylpropanal), Rh(acac)(CO)2, (R,S)-BINAPHOS, C=CC1=CC=CC=C1 (styrene), CCCCCCCCCCC (n-undecane), sapphire, C(=O)=O (CO2). The solvent is stainless steel. Reaction conditions: temperature -60 celsius. Yields the product C1(=CC=CC=C1)C(C=O)C (2-phenylpropanal). Reaction SMILES: C=CC1C=CC=CC=1.CCCCCCCCCCC.C(=O)=O.C1(CCC=O)C=CC=CC=1.[C:33]1([C@@H:39]([CH3:42])[CH:40]=[O:41])[CH:38]=[CH:37][CH:36]=[CH:35][CH:34]=1>>[C:33]1([CH:39]([CH3:42])[CH:40]=[O:41])[CH:38]=[CH:37][CH:36]=[CH:35][CH:34]=1. Procedure: To a 300 mL stainless steel autoclave equipped with two sapphire windows containing Rh(acac)(CO)2 (10.4 mg, 4×10-2 mmol) and (R,S)-BINAPHOS (60 mg, 8×10-2 mmol) were added styrene (2.08 g, 2.0 mmol) and n-undecane (156 mg, 1.0 mmol) (the internal standard for GC analysis). The air was replaced by CO through pressurization (2-3 atm) and release for 2-3 times, and CO (7 atm) was introduced followed by H2 (14 atm). The reaction vessel was cooled to -60° C. and CO2 (78 atm) was introduced. The mixtu... Starting materials: CS(=O)(=O)NCc1ccc(CO)cc1, ClCCl, O=[Cr](=O)([O-])Cl, c1cc[nH+]cc1. Yields the product CS(=O)(=O)NCc1ccc(C=O)cc1. Reaction SMILES: [CH3:1][S:2](=[O:3])(=[O:4])[NH:5][CH2:6][c:7]1[cH:8][cH:9][c:10]([CH2:11][OH:12])[cH:13][cH:14]1.[Cl:26][CH2:27][Cl:28].[O:15]=[Cr:16]([Cl:17])([O-:18])=[O:19].[nH+:20]1[cH:21][cH:22][cH:23][cH:24][cH:25]1>>[CH3:1][S:2](=[O:3])(=[O:4])[NH:5][CH2:6][c:7]1[cH:8][cH:9][c:10]([CH:11]=[O:12])[cH:13][cH:14]1.